The task is: describe an organic reaction: reactants, conditions, products, and yield. This data is from the Open Reaction Database (ORD), a public repository of structured organic reaction records. The reactants are ( iii ), [Fe] (iron), C1([N+](=O)[O-])=CC([N+](=O)[O-])=CC([N+](=O)[O-])=C1O (picric acid), ( i ), ( ii ), C1([N+](=O)[O-])=CC([N+](=O)[O-])=CC([N+](=O)[O-])=C1O (picric acid), C(CN(CC(=O)O)CC(=O)O)N(CC(=O)O)CC(=O)O (EDTA), amine, C1([N+](=O)[O-])=CC([N+](=O)[O-])=CC([N+](=O)[O-])=C1O (picric acid). Run in CO (methanol), CO (methanol). The product is C1([N+](=O)[O-])=CC([N+](=O)[O-])=CC([N+](=O)[O-])=C1[O-].[Fe+2].C1([N+](=O)[O-])=CC([N+](=O)[O-])=CC([N+](=O)[O-])=C1[O-] (iron picrate). Reaction SMILES: C(N(CC(O)=O)CC(O)=O)CN(CC(O)=O)CC(O)=O.[C:21]1([C:35]([OH:36])=[C:31]([N+:32]([O-:34])=[O:33])[CH:30]=[C:26]([N+:27]([O-:29])=[O:28])[CH:25]=1)[N+:22]([O-:24])=[O:23].[Fe:37]>CO>[C:31]1([C:35]([O-:36])=[C:21]([N+:22]([O-:24])=[O:23])[CH:25]=[C:26]([N+:27]([O-:29])=[O:28])[CH:30]=1)[N+:32]([O-:34])=[O:33].[Fe+2:37].[C:31]1([C:35]([O-:36])=[C:21]([N+:22]([O-:24])=[O:23])[CH:25]=[C:26]([N+:27]([O-:29])=[O:28])[CH:30]=1)[N+:32]([O-:34])=[O:33] |f:4.5.6|. Reported procedure: According to one method aspect of the present invention, additives may be prepared by the steps of (i) combining EDTA and amine in a suitable solvent such as methanol; (ii) adding picric acid to a suitable solvent such as methanol to make a solution of picric acid; (iii) adding a source of +2 iron to the picric acid solution of step (ii) with stirring to obtain a green iron picrate solution; and (iv) adding portions of the solution of step (i) to the green iron picrate solution of step (iii) wit... Reactants: ClC1=NC(=CC(=C1)C(F)(F)F)C(F)(F)F (2-chloro-4,6-bis(trifluoromethyl)pyridine), S(=O)(O)[O-].[Na+] (sodium hydrogen sulfite), C(C)O (ethanol). Solvent: O (water). The product is FC(C1=CC(=NC(=C1)C(F)(F)F)S(=O)(=O)[O-])(F)F.[Na+] (sodium 4,6-bis(trifluoromethyl)pyridine-2-sulfonate). Yield: 66.5%. Reaction SMILES: Cl[C:2]1[CH:7]=[C:6]([C:8]([F:11])([F:10])[F:9])[CH:5]=[C:4]([C:12]([F:15])([F:14])[F:13])[N:3]=1.[S:16]([O-:19])([OH:18])=[O:17].[Na+:20].C(O)C>O>[F:9][C:8]([F:11])([F:10])[C:6]1[CH:5]=[C:4]([C:12]([F:15])([F:14])[F:13])[N:3]=[C:2]([S:16]([O-:19])(=[O:18])=[O:17])[CH:7]=1.[Na+:20] |f:1.2,5.6|. Reported procedure: A mixture of 2-chloro-4,6-bis(trifluoromethyl)pyridine (2.50 g, 10 mmol), sodium hydrogen sulfite (4.2 g, 40 mmol), ethanol (40 ml) and water (40 ml) was heated under reflux for 96.5 hours. The reaction mixture was evaporated to dryness under reduced pressure. To the residue, conc. hydrochloric acid was added and the mixture was again evaporated to dryness. The residued was extracted with methanol, and a methanol phase was filtered. The filtrate was evaporated to dryness under reduced pressure t... Starting materials: Oc1ccc(Br)cc1OC1CCC1, O=C([O-])[O-], CN(C)C=O, CI, [K+], [K+], O. The product is COc1ccc(Br)cc1OC1CCC1. As a reaction SMILES: [Br:6][c:7]1[cH:8][c:9]([O:14][CH:15]2[CH2:16][CH2:17][CH2:18]2)[c:10]([OH:13])[cH:11][cH:12]1.[C:19](=[O:20])([O-:21])[O-:22].[CH3:1][N:2]([CH3:3])[CH:4]=[O:5].[CH3:25][I:26].[K+:23].[K+:24].[OH2:27]>>[CH3:1][O:13][c:10]1[c:9]([O:14][CH:15]2[CH2:16][CH2:17][CH2:18]2)[cH:8][c:7]([Br:6])[cH:12][cH:11]1. Reactants: C(C)(C)(C)OC(=O)N1CCC(CC1)C1CC=2C(=CN=C(C2)Cl)O1 (4-(5-chloro-2,3-dihydro-furo[2,3-c]pyridin-2-yl)-piperidine-1-carboxylic acid tert-butyl ester), N1=CC=C(C=C1)B(O)O (pyridine-4-boronic acid). Yields the product C(C)(C)(C)OC(=O)N1CCC(CC1)C1CC=2C(=CN=C(C2)C2=CC=NC=C2)O1 (4-(5-Pyridin-4-yl-2,3-dihydro-furo[2,3-c]pyridin-2-yl)-piperidine-1-carboxylic acid tert-butyl ester). RXN SMILES: [C:1]([O:5][C:6]([N:8]1[CH2:13][CH2:12][CH:11]([CH:14]2[O:23][C:17]3=[CH:18][N:19]=[C:20](Cl)[CH:21]=[C:16]3[CH2:15]2)[CH2:10][CH2:9]1)=[O:7])([CH3:4])([CH3:3])[CH3:2].[N:24]1[CH:29]=[CH:28][C:27](B(O)O)=[CH:26][CH:25]=1>>[C:1]([O:5][C:6]([N:8]1[CH2:13][CH2:12][CH:11]([CH:14]2[O:23][C:17]3=[CH:18][N:19]=[C:20]([C:27]4[CH:28]=[CH:29][N:24]=[CH:25][CH:26]=4)[CH:21]=[C:16]3[CH2:15]2)[CH2:10][CH2:9]1)=[O:7])([CH3:4])([CH3:3])[CH3:2]. Procedure details: The title compound is prepared from 4-(5-chloro-2,3-dihydro-furo[2,3-c]pyridin-2-yl)-piperidine-1-carboxylic acid tert-butyl ester and pyridine-4-boronic acid following a procedure analogous to that described in Example 28. LC (method 10): tR=1.50 min; Mass spectrum (ESI+): m/z=382 [M+H]+. Reactants: ClC1=CC=C(C=C1)N1S(C2=C(N(C1=O)C)C=C(C=C2)O)(=O)=O (2-(4-chlorophenyl)-6-hydroxy-4-methyl-2H-1,2,4-benzothiadiazine-3(4H)-one 1,1-dioxide), C([O-])([O-])=O.[K+].[K+] (potassium carbonate), ice water. Run in CN(C=O)C (N,N-dimethyl formamide). Reaction conditions: temperature 60 celsius, time 2 hour. Product: ClC1=CC=C(C=C1)N1S(C2=C(N(C1=O)C)C=C(C=C2)OCC2CCCCC2)(=O)=O (2-(4-chlorophenyl)-4-methyl-6-cyclohexylmethoxy-2H-1,2,4-benzothiadiazine-3(4H)-one 1,1-dioxide). Yield: 143.3%. RXN SMILES: [Cl:1][C:2]1[CH:7]=[CH:6][C:5]([N:8]2[C:13](=[O:14])[N:12]([CH3:15])[C:11]3[CH:16]=[C:17](O)[CH:18]=[CH:19][C:10]=3[S:9]2(=[O:22])=[O:21])=[CH:4][CH:3]=1.[C:23](=[O:26])([O-])[O-].[K+].[K+]>CN(C)C=O>[Cl:1][C:2]1[CH:7]=[CH:6][C:5]([N:8]2[C:13](=[O:14])[N:12]([CH3:15])[C:11]3[CH:16]=[C:17]([O:26][CH2:23][CH:2]4[CH2:7][CH2:6][CH2:5][CH2:4][CH2:3]4)[CH:18]=[CH:19][C:10]=3[S:9]2(=[O:22])=[O:21])=[CH:4][CH:3]=1 |f:1.2.3|. Procedure: A suspension of 2-(4-chlorophenyl)-6-hydroxy-4-methyl-2H-1,2,4-benzothiadiazine-3(4H)-one 1,1-dioxide (250 mg), potassium carbonate (122 mg) and bromomethylyclohexane (159 mg) in N,N-dimethyl formamide (1 ml) was stirred for 2 hours at 60° C. The mixture was poured into ice water. The separator solid was collected by filtration, dried, and recrystallized from ethanol to yield 2-(4-chlorophenyl)-4-methyl-6-cyclohexylmethoxy-2H-1,2,4-benzothiadiazine-3(4H)-one 1,1-dioxide (230 mg). The reactants are O1CCCC1 (tetrahydrofuran), CON(C(=O)C=1N=CC2=CC=CC=C2C1)C (isoquinoline-3-carboxylic acid methoxy-methyl-amide), [H-].C(C(C)C)[Al+]CC(C)C (diisobutylaluminum hydride). Solvent: CCCCCCC (heptane). Run at temperature -78 celsius. Product: C1=NC(=CC2=CC=CC=C12)C=O (Isoquinoline-3-carbaldehyde). As a reaction SMILES: O1CCCC1.[H-].C([Al+]CC(C)C)C(C)C.CON(C)[C:19]([C:21]1[N:22]=[CH:23][C:24]2[C:29]([CH:30]=1)=[CH:28][CH:27]=[CH:26][CH:25]=2)=[O:20]>CCCCCCC>[CH:23]1[C:24]2[C:29](=[CH:28][CH:27]=[CH:26][CH:25]=2)[CH:30]=[C:21]([CH:19]=[O:20])[N:22]=1 |f:1.2|. Procedure details: In 5 mL dry tetrahydrofuran 0.11 g (0.52 mmol) of isoquinoline-3-carboxylic acid methoxy-methyl-amide was dissolved, and cooled down to −78° C. under the atmosphere of nitrogen. 0.57 mL of 1M diisobutylaluminum hydride solution in heptane was added slowly. After the addition was complete, the solution was allowed to warm up to 0° C. over 2 hours and was quenched with ethyl acetate, and water was added, and extracted with dichloromethane. The organic solution was dried with anhydrous magnesium su...